From a dataset of the Open Reaction Database (ORD), a public repository of structured organic reaction records. describe an organic reaction: reactants, conditions, products, and yield Starting materials: O=C(C=Cc1ccc(F)cc1)c1ccc(F)cc1, C1CCOC1. Product: O=C(CCc1ccc(F)cc1)c1ccc(F)cc1. RXN SMILES: [F:1][c:2]1[cH:3][cH:4][c:5]([CH:6]=[CH:7][C:8](=[O:9])[c:10]2[cH:11][cH:12][c:13]([F:16])[cH:14][cH:15]2)[cH:17][cH:18]1.[O:19]1[CH2:20][CH2:21][CH2:22][CH2:23]1>>[F:1][c:2]1[cH:3][cH:4][c:5]([CH2:6][CH2:7][C:8](=[O:9])[c:10]2[cH:11][cH:12][c:13]([F:16])[cH:14][cH:15]2)[cH:17][cH:18]1.